Dataset: the Open Reaction Database (ORD), a public repository of structured organic reaction records. Task: describe an organic reaction: reactants, conditions, products, and yield Starting materials: CCO, Cl, [Na+], [OH-], O, CCOC(=O)C(CCCCCCCCC1c2ccc(O)cc2SCC1(C)c1ccc(O)cc1)CCC(F)(F)C(F)(F)C(F)(F)C(F)(F)F. Yields the product CC1(c2ccc(O)cc2)CSc2cc(O)ccc2C1CCCCCCCCC(CCC(F)(F)C(F)(F)C(F)(F)C(F)(F)F)C(=O)O. RXN SMILES: [CH2:53]([OH:54])[CH3:55].[ClH:51].[Na+:50].[OH-:49].[OH2:52].[OH:1][c:2]1[cH:3][cH:4][c:5]2[c:10]([cH:11]1)[S:9][CH2:8][C:7]([CH3:12])([c:13]1[cH:14][cH:15][c:16]([OH:19])[cH:17][cH:18]1)[CH:6]2[CH2:20][CH2:21][CH2:22][CH2:23][CH2:24][CH2:25][CH2:26][CH2:27][CH:28]([C:29](=[O:30])[O:31][CH2:32][CH3:33])[CH2:34][CH2:35][C:36]([C:37]([C:38]([C:39]([F:40])([F:41])[F:42])([F:43])[F:44])([F:45])[F:46])([F:47])[F:48]>>[OH:1][c:2]1[cH:3][cH:4][c:5]2[c:10]([cH:11]1)[S:9][CH2:8][C:7]([CH3:12])([c:13]1[cH:14][cH:15][c:16]([OH:19])[cH:17][cH:18]1)[CH:6]2[CH2:20][CH2:21][CH2:22][CH2:23][CH2:24][CH2:25][CH2:26][CH2:27][CH:28]([C:29](=[O:30])[OH:31])[CH2:34][CH2:35][C:36]([C:37]([C:38]([C:39]([F:40])([F:41])[F:42])([F:43])[F:44])([F:45])[F:46])([F:47])[F:48]. Reactants: CCOC(C)=O, N#Cc1cc(Cl)cc(Oc2c(Br)ccc(CNC(=O)c3[nH]c(N=[N+]=[N-])nc3Cl)c2F)c1. Yields the product N#Cc1cc(Cl)cc(Oc2c(Br)ccc(CNC(=O)c3[nH]c(N)nc3Cl)c2F)c1. As a reaction SMILES: [CH3:32][CH2:33][O:34][C:35](=[O:36])[CH3:37].[N:1](=[N+:2]=[N-:3])[c:4]1[nH:5][c:6]([C:10](=[O:11])[NH:12][CH2:13][c:14]2[c:15]([F:31])[c:16]([O:21][c:22]3[cH:23][c:24]([Cl:30])[cH:25][c:26]([C:28]#[N:29])[cH:27]3)[c:17]([Br:20])[cH:18][cH:19]2)[c:7]([Cl:9])[n:8]1>>[NH2:1][c:4]1[nH:5][c:6]([C:10](=[O:11])[NH:12][CH2:13][c:14]2[c:15]([F:31])[c:16]([O:21][c:22]3[cH:23][c:24]([Cl:30])[cH:25][c:26]([C:28]#[N:29])[cH:27]3)[c:17]([Br:20])[cH:18][cH:19]2)[c:7]([Cl:9])[n:8]1. The product is O=C(O)c1cn2ccccc2n1. RXN SMILES: [C:11]([O-:12])([OH:13])=[O:14].[ClH:10].[Na+:15].[n:1]1[cH:2][cH:3][n:4]2[c:5]1[cH:6][cH:7][cH:8][cH:9]2>>[n:1]1[c:2]([C:11](=[O:12])[OH:13])[cH:3][n:4]2[c:5]1[cH:6][cH:7][cH:8][cH:9]2. Reactants: O=C([O-])O, Cl, [Na+], c1ccn2ccnc2c1. Starting materials: COC(CN1C(=C(C2=CC(=CC=C12)F)CC=1N=CN(C1S(=O)(=O)C1=CC=CC=C1)C)C)=O ([3-(5-benzenesulfonyl-1-methyl-1H-imidazol-4-ylmethyl)-5-fluoro-2-methylindol-1-yl]acetic acid methyl ester), CO (methanol), [OH-].[Na+] (sodium hydroxide), [OH-].[Na+] (sodium hydroxide). The solvent is O1CCCC1 (tetrahydrofuran). Run at time 1 hour. Yields the product C1(=CC=CC=C1)S(=O)(=O)C1=C(N=CN1C)CC1=C(N(C2=CC=C(C=C12)F)CC(=O)O)C ([3-(5-benzenesulfonyl-1-methyl-1H-imidazol-4-ylmethyl)-5-fluoro-2-methyl-indol-1-yl]acetic acid). The yield is 91.7%. As a reaction SMILES: C[O:2][C:3](=[O:32])[CH2:4][N:5]1[C:13]2[C:8](=[CH:9][C:10]([F:14])=[CH:11][CH:12]=2)[C:7]([CH2:15][C:16]2[N:17]=[CH:18][N:19]([CH3:30])[C:20]=2[S:21]([C:24]2[CH:29]=[CH:28][CH:27]=[CH:26][CH:25]=2)(=[O:23])=[O:22])=[C:6]1[CH3:31].CO.[OH-].[Na+]>O1CCCC1>[C:24]1([S:21]([C:20]2[N:19]([CH3:30])[CH:18]=[N:17][C:16]=2[CH2:15][C:7]2[C:8]3[C:13](=[CH:12][CH:11]=[C:10]([F:14])[CH:9]=3)[N:5]([CH2:4][C:3]([OH:32])=[O:2])[C:6]=2[CH3:31])(=[O:23])=[O:22])[CH:29]=[CH:28][CH:27]=[CH:26][CH:25]=1 |f:2.3|. Reported procedure: A mixture of [3-(5-benzenesulfonyl-1-methyl-1H-imidazol-4-ylmethyl)-5-fluoro-2-methylindol-1-yl]acetic acid methyl ester (0.027 g), methanol (3.0 mL) and 1.0 M aqueous sodium hydroxide solution (0.12 mL) was stirred at room temperature for 1 hour. The mixture was treated with tetrahydrofuran (1.0 mL) and 1.0 M aqueous sodium hydroxide solution (0.24 mL), and stirred at room temperature for 4 hours and then at 40° C. for 30 minutes. The mixture was concentrated under reduced pressure and acidifie... Reactants: FC(CO)(F)F (2,2,2-Trifluoroethanol), CC(C)([O-])C.[K+] (potassium tert-butoxide), ClC1=C(C(=NN1C)C)C=O (5-chloro-1,3-dimethyl-1H-pyrazole-4-carbaldehyde). The solvent is ClCCl (dichloromethane), C1CCOC1 (THF). Run at time 3 hour. The product is CN1N=C(C(=C1OCC(F)(F)F)C=O)C (1,3-dimethyl-5-(2,2,2-trifluoroethoxy)-1H-pyrazole-4-carbaldehyde). Isolated yield 109.4%. RXN SMILES: [F:1][C:2]([F:6])([F:5])[CH2:3][OH:4].CC(C)([O-])C.[K+].Cl[C:14]1[N:18]([CH3:19])[N:17]=[C:16]([CH3:20])[C:15]=1[CH:21]=[O:22]>C1COCC1.ClCCl>[CH3:19][N:18]1[C:14]([O:4][CH2:3][C:2]([F:6])([F:5])[F:1])=[C:15]([CH:21]=[O:22])[C:16]([CH3:20])=[N:17]1 |f:1.2|. Procedure details: 2,2,2-Trifluoroethanol (7.11 ml, 97.6 mmol) was added dropwise to potassium tert-butoxide (1M in THF) (97.6 ml, 97.6 mmol) at 0° C. A solution of 5-chloro-1,3-dimethyl-1H-pyrazole-4-carbaldehyde (10.3 g, 65.1 mmol) in THF (28 ml) was added slowly to the solution at 0° C. The solution was allowed to warn to room temperature and stirred at room temperature for 3 hours. The mixture was diluted with dichloromethane, washed with water and brine, dried over magnesium sulfate and concentrated to give t... Reactants: N1(CCCC1)[C@@H]1[C@@H](CCC1)N (cis-2-pyrrolidin-1-yl-cyclopentylamine), N1(CCCC1)[C@@H]1[C@@H](CCC1)N (cis-2-pyrrolidin-1-yl-cyclopentylamine), CC1=C(C(=O)O)C(=CC(=C1)C(F)(F)F)C(F)(F)F (2-methyl-4,6-bis-trifluoromethyl-benzoic acid). The product is CC1=C(C(=O)N[C@H]2[C@H](CCC2)N2CCCC2)C(=CC(=C1)C(F)(F)F)C(F)(F)F (cis-2-Methyl-N-(2-pyrrolidin-1-yl-cyclopentyl)-4,6-bis-trifluoromethyl-benzamide). As a reaction SMILES: [N:1]1([C@H:6]2[CH2:10][CH2:9][CH2:8][C@H:7]2[NH2:11])[CH2:5][CH2:4][CH2:3][CH2:2]1.[CH3:12][C:13]1[CH:21]=[C:20]([C:22]([F:25])([F:24])[F:23])[CH:19]=[C:18]([C:26]([F:29])([F:28])[F:27])[C:14]=1[C:15](O)=[O:16]>>[CH3:12][C:13]1[CH:21]=[C:20]([C:22]([F:24])([F:25])[F:23])[CH:19]=[C:18]([C:26]([F:27])([F:28])[F:29])[C:14]=1[C:15]([NH:11][C@@H:7]1[CH2:8][CH2:9][CH2:10][C@@H:6]1[N:1]1[CH2:2][CH2:3][CH2:4][CH2:5]1)=[O:16]. Procedure details: The title compound, white solid, MS: m/e=409.3 [(M+H)+], was prepared in accordance with the general method of example 5 from cis-2-pyrrolidin-1-yl-cyclopentylamine (intermediate Q) and 2-methyl-4,6-bis-trifluoromethyl-benzoic acid (CAS 895580-37-7). Reactants: [OH-].[K+] (potassium hydroxide), SC1=NC(=CC(=N1)O)O (2-mercaptopyrimidine-4,6-diol), FC1=C(CBr)C=CC=C1F (2,3-difluorobenzyl bromide). Solvent: CN(C)C=O (DMF), O (H2O), C1CCOC1 (THF). Reaction conditions: temperature 0 celsius, time 30 minute. Yields the product FC1=C(CSC2=NC(=CC(=N2)O)O)C=CC=C1F (2-[(2,3-Difluorobenzyl)thio]pyrimidine-4,6-diol). Reaction SMILES: [OH-].[K+].[SH:3][C:4]1[N:9]=[C:8]([OH:10])[CH:7]=[C:6]([OH:11])[N:5]=1.[F:12][C:13]1[C:20]([F:21])=[CH:19][CH:18]=[CH:17][C:14]=1[CH2:15]Br>CN(C=O)C.O.C1COCC1>[F:12][C:13]1[C:20]([F:21])=[CH:19][CH:18]=[CH:17][C:14]=1[CH2:15][S:3][C:4]1[N:9]=[C:8]([OH:10])[CH:7]=[C:6]([OH:11])[N:5]=1 |f:0.1|. Procedure: A solution of potassium hydroxide (5.67 g) was added dropwise to a suspension of 2-mercaptopyrimidine-4,6-diol (14.56 g) in DMF (78 ml) and H2O (39 ml) and the mixture stirred for 30 min. A solution of 2,3-difluorobenzyl bromide (20.86 g) in THF (16 ml) was then added dropwise and the mixture stirred for 18 h. The reaction was then cooled to 0° C. and the precipitate was filtered and washed with H2O (4×100 ml) before drying in vacuo to afford the subtitle compound as a cream solid. Yield: 22.4 g... The reactants are NC1=NC(c2ccnc(Br)c2)(c2ccnc(C(F)F)c2)c2cccc(F)c21, O=C([O-])[O-], COCCOC, CCO, [Cs+], [Cs+], O, OB(O)c1cncnc1. Yields the product NC1=NC(c2ccnc(-c3cncnc3)c2)(c2ccnc(C(F)F)c2)c2cccc(F)c21. Reaction SMILES: [Br:1][c:2]1[n:3][cH:4][cH:5][c:6]([C:8]2([c:19]3[cH:20][c:21]([CH:25]([F:26])[F:27])[n:22][cH:23][cH:24]3)[N:9]=[C:10]([NH2:18])[c:11]3[c:12]([F:17])[cH:13][cH:14][cH:15][c:16]32)[cH:7]1.[C:37](=[O:38])([O-:39])[O-:40].[CH3:43][O:44][CH2:45][CH2:46][O:47][CH3:48].[CH3:49][CH2:50][OH:51].[Cs+:41].[Cs+:42].[OH2:52].[n:28]1[cH:29][n:30][cH:31][c:32]([B:34]([OH:35])[OH:36])[cH:33]1>>[c:2]1(-[c:32]2[cH:31][n:30][cH:29][n:28][cH:33]2)[n:3][cH:4][cH:5][c:6]([C:8]2([c:19]3[cH:20][c:21]([CH:25]([F:26])[F:27])[n:22][cH:23][cH:24]3)[N:9]=[C:10]([NH2:18])[c:11]3[c:12]([F:17])[cH:13][cH:14][cH:15][c:16]32)[cH:7]1.